From a dataset of the Open Reaction Database (ORD), a public repository of structured organic reaction records. describe an organic reaction: reactants, conditions, products, and yield Reactants: CS(C)=O, O=[N+]([O-])c1ccc(F)cc1, OCc1ccccc1. Product: O=[N+]([O-])c1ccc(OCc2ccccc2)cc1. As a reaction SMILES: [CH3:19][S:20]([CH3:21])=[O:22].[F:9][c:10]1[cH:11][cH:12][c:13]([N+:16](=[O:17])[O-:18])[cH:14][cH:15]1.[OH:1][CH2:2][c:3]1[cH:4][cH:5][cH:6][cH:7][cH:8]1>>[O:1]([CH2:2][c:3]1[cH:4][cH:5][cH:6][cH:7][cH:8]1)[c:10]1[cH:11][cH:12][c:13]([N+:16](=[O:17])[O-:18])[cH:14][cH:15]1. The reactants are S1C=2N(CCC1)C(NC(C2)=O)=O (3,4-dihydro-2H,6H-pyrimido[6,1-b][1,3]thiazine-6,8(7H)-dione), C([O-])([O-])=O.[K+].[K+] (potassium carbonate), BrCCCCCl (1-bromo-4-chlorobutane). Solvent: CN(C=O)C (N,N-dimethyl-formamide). Conditions: temperature 60 celsius, time 2 hour. Yields the product ClCCCCN1C(N2C(SCCC2)=CC1=O)=O (7-(4-chlorobutyl)-3,4-dihydro-2H,6H-pyrimido[6,1-b][1,3]thiazine-6,8(7H)-dione). As a reaction SMILES: [S:1]1[CH2:6][CH2:5][CH2:4][N:3]2[C:7](=[O:12])[NH:8][C:9](=[O:11])[CH:10]=[C:2]12.C(=O)([O-])[O-].[K+].[K+].Br[CH2:20][CH2:21][CH2:22][CH2:23][Cl:24]>CN(C)C=O>[Cl:24][CH2:23][CH2:22][CH2:21][CH2:20][N:8]1[C:9](=[O:11])[CH:10]=[C:2]2[S:1][CH2:6][CH2:5][CH2:4][N:3]2[C:7]1=[O:12] |f:1.2.3|. Procedure: To a suspension of 2.76 g (15 mmol) of 3,4-dihydro-2H,6H-pyrimido[6,1-b][1,3]thiazine-6,8(7H)-dione and 3.32 g (24 mmol) of potassium carbonate in 50 ml of N,N-dimethyl-formamide, 3.46 ml (30 mmol) of 1-bromo-4-chlorobutane was added at room temperature, followed by stirring at 60° C. for 2 hours and then at 100° C. for 3 hours. After cooling, the reaction mixture was concentrated to dryness. The residue was dissolved in dichloromethane-water; the organic layer was washed with water and dried. T... The reactants are [Si](C)(C)(C(C)(C)C)O[C@H]1C[C@@H](CC2=CC=C3[C@@H]4CC[C@H]([C@H](C)OCC(=O)OC(C)(C)C)[C@]4(CC[C@@H]3[C@@]12C)C)O[Si](C)(C)C(C)(C)C (tert-butyl [{1α,3β-bis(tert-butyldimethylsilyloxy)pregna-5,7-dien-20(S)-yl}oxy]acetate), CO (methanol), C[O-].[Na+] (sodium methoxide), O (Water). Run in O1CCCC1 (tetrahydrofuran), C(C)(=O)OCC (ethyl acetate). Run at time 20 minute. Yields the product [Si](C)(C)(C(C)(C)C)O[C@H]1C[C@@H](CC2=CC=C3[C@@H]4CC[C@H]([C@H](C)OCC(=O)O)[C@]4(CC[C@@H]3[C@@]12C)C)O[Si](C)(C)C(C)(C)C ([{1α,3β-bis(tert-butyldimethylsilyloxy)pregna-5,7-dien-20(S)-yl}oxy]acetic acid). The yield is 74.6%. As a reaction SMILES: [Si:1]([O:8][C@@H:9]1[C@@:36]2([CH3:37])[C:13](=[CH:14][CH:15]=[C:16]3[C@@H:35]2[CH2:34][CH2:33][C@@:32]2([CH3:38])[C@H:17]3[CH2:18][CH2:19][C@@H:20]2[C@@H:21]([O:23][CH2:24][C:25]([O:27]C(C)(C)C)=[O:26])[CH3:22])[CH2:12][C@@H:11]([O:39][Si:40]([C:43]([CH3:46])([CH3:45])[CH3:44])([CH3:42])[CH3:41])[CH2:10]1)([C:4]([CH3:7])([CH3:6])[CH3:5])([CH3:3])[CH3:2].CO.C[O-].[Na+].O>O1CCCC1.C(OCC)(=O)C>[Si:1]([O:8][C@@H:9]1[C@@:36]2([CH3:37])[C:13](=[CH:14][CH:15]=[C:16]3[C@@H:35]2[CH2:34][CH2:33][C@@:32]2([CH3:38])[C@H:17]3[CH2:18][CH2:19][C@@H:20]2[C@@H:21]([O:23][CH2:24][C:25]([OH:27])=[O:26])[CH3:22])[CH2:12][C@@H:11]([O:39][Si:40]([C:43]([CH3:44])([CH3:46])[CH3:45])([CH3:41])[CH3:42])[CH2:10]1)([C:4]([CH3:7])([CH3:6])[CH3:5])([CH3:3])[CH3:2] |f:2.3|. Procedure: To a solution of tert-butyl [{1α,3β-bis(tert-butyldimethylsilyloxy)pregna-5,7-dien-20(S)-yl}oxy]acetate (9 mg, 0.013 mmol) in tetrahydrofuran (0.13 ml), a 1M methanol solution of sodium methoxide (0.13 ml) was added and stirred at room temperature for 20 minutes. Water (0.26 ml) was further added and stirred at room temperature for 30 minutes. The reaction mixture was diluted with ethyl acetate, washed with saturated aqueous sodium dihydrogenphosphate, and then dried over anhydrous sodium sulfat... Starting materials: C(C)(C)(C)OC(=O)N1CCC(CC1)C1=C(C(NN1)=O)C (1-tert-butoxycarbonyl-4-(4-methyl-(1H)-pyrazol-3-one-5-yl)piperidine), hexanes acetone, C(C1=CC=CC=C1)OCC(=O)OC (benzyloxyacetic acid, methyl ester), COC(OC)=O (dimethylcarbonate). Yields the product C(C)(C)(C)OC(=O)N1CCC(CC1)C(C(C(COCC1=CC=CC=C1)=O)C)=O (1-(tert-Butoxycarbonyl)-4-(4-benzyloxy-1,3-dioxo-2-(R/S)-methylbut-1-yl)piperidine). RXN SMILES: [C:1]([O:5][C:6]([N:8]1[CH2:13][CH2:12][CH:11]([C:14]2NN[C:16](=[O:19])[C:15]=2[CH3:20])[CH2:10][CH2:9]1)=[O:7])([CH3:4])([CH3:3])[CH3:2].[CH2:21]([O:28][CH2:29]C(OC)=O)[C:22]1[CH:27]=[CH:26][CH:25]=[CH:24][CH:23]=1.C[O:35]C(=O)OC>>[C:1]([O:5][C:6]([N:8]1[CH2:13][CH2:12][CH:11]([C:14](=[O:35])[CH:15]([CH3:20])[C:16](=[O:19])[CH2:29][O:28][CH2:21][C:22]2[CH:27]=[CH:26][CH:25]=[CH:24][CH:23]=2)[CH2:10][CH2:9]1)=[O:7])([CH3:4])([CH3:3])[CH3:2]. Reported procedure: The title compound was prepared using a procedure analogous to that described for Piperidine 15, Step B, except benzyloxyacetic acid, methyl ester was substutited for dimethylcarbonate. RF: 0.27 (4:1 v/v hexanes/acetone); 1H-NMR (500 MHz) δ 1.27 (d, J=6.9, 3H), 1.43–1.86 (m, 15H), 2.54–2.70 (m, 3H), 3.78–4.76 (m, 5H), 7.27–7.40 (m, 5H). Starting materials: CN1CCOCC1 (4-methylmorpholine), CC1=C(C=CC(=C1)N)N1S(CCC1)(=O)=O (2-(2-methyl-4-aminophenyl)isothiazolidine 1,1-dioxide), C(#N)C=1C=C(C=CC1)NC(C(=O)O)C1=CC=CC=C1 ((3-cyanophenylamino)phenylacetic acid), Cl.CN(CCCN=C=NCC)C (N-(3-dimethylaminopropyl)-N′-ethylcarbodiimide hydrochloride), O.OC1=CC=CC=2NN=NC21 (hydroxybenzotriazole hydrate). Run in CN(C)C=O (DMF), O (water). Conditions: time 24 hour. Product: C(#N)C=1C=C(C=CC1)NC(C(=O)NC1=CC(=C(C=C1)N1S(CCC1)(=O)=O)C)C1=CC=CC=C1 (2-(3-cyanophenylamino)-N-[4-(1,1-dioxoisothiazolidin-2-yl)-3-methylphenyl]-2-phenylacetamide). Reaction SMILES: CN1CCOCC1.[CH3:8][C:9]1[CH:14]=[C:13]([NH2:15])[CH:12]=[CH:11][C:10]=1[N:16]1[CH2:20][CH2:19][CH2:18][S:17]1(=[O:22])=[O:21].[C:23]([C:25]1[CH:26]=[C:27]([NH:31][CH:32]([C:36]2[CH:41]=[CH:40][CH:39]=[CH:38][CH:37]=2)[C:33](O)=[O:34])[CH:28]=[CH:29][CH:30]=1)#[N:24].Cl.CN(C)CCCN=C=NCC.O.OC1C2N=NNC=2C=CC=1>CN(C=O)C.O>[C:23]([C:25]1[CH:26]=[C:27]([NH:31][CH:32]([C:36]2[CH:41]=[CH:40][CH:39]=[CH:38][CH:37]=2)[C:33]([NH:15][C:13]2[CH:12]=[CH:11][C:10]([N:16]3[CH2:20][CH2:19][CH2:18][S:17]3(=[O:22])=[O:21])=[C:9]([CH3:8])[CH:14]=2)=[O:34])[CH:28]=[CH:29][CH:30]=1)#[N:24] |f:3.4,5.6|. Procedure details: 51 μl (0.500 mmol) of 4-methylmorpholine are added to a solution of 113 mg (0.500 mmol) of 2-(2-methyl-4-aminophenyl)isothiazolidine 1,1-dioxide, 126 mg (0.500 mmol) of (3-cyanophenylamino)phenylacetic acid, 96.0 mg (0.500 mmol) of N-(3-dimethylaminopropyl)-N′-ethylcarbodiimide hydrochloride (DAPECI) and 68 mg (0.500 mmol) of hydroxybenzotriazole hydrate (HOBt) in 1 ml of DMF, and the mixture is stirred at room temperature for 24 hours. The reaction mixture is introduced into water, and the prec... Reactants: C(C(=C)C)(=O)Cl (methacrylic acid chloride), NCCCCCCCCCCCC(=O)O (12-aminododecanoic acid), O1CCOCC1 (dioxane). The solvent is O (water). The product is C(C(=C)C)(=O)NCCCCCCCCCCCC(=O)O (N-methacryloyl-12-aminododecanoic acid). Isolated yield 73.0%. As a reaction SMILES: [C:1](Cl)(=[O:5])[C:2]([CH3:4])=[CH2:3].[NH2:7][CH2:8][CH2:9][CH2:10][CH2:11][CH2:12][CH2:13][CH2:14][CH2:15][CH2:16][CH2:17][CH2:18][C:19]([OH:21])=[O:20].O1CCOCC1>O>[C:1]([NH:7][CH2:8][CH2:9][CH2:10][CH2:11][CH2:12][CH2:13][CH2:14][CH2:15][CH2:16][CH2:17][CH2:18][C:19]([OH:21])=[O:20])(=[O:5])[C:2]([CH3:4])=[CH2:3]. Procedure details: 0.3 Mole of methacrylic acid chloride and 0.3 mole of 12-aminododecanoic acid were reacted in a mixed solvent of dioxane and water under Schotten Baumann reaction conditions to obtain N-methacryloyl-12-aminododecanoic acid in a yield of 73%. Reactants: OC1(CCCC(C2=C1C=CC=C2)C)CCCN(CC)CC (5-hydroxy-5-diethylaminopropyl-9-methyl-6,7,8,9-tetrahydro-5H-benzocycloheptene), [Li] (lithium), C(C)OCC (diethyl ether), N (ammonia). Solvent: C(C)O (ethanol). Conditions: time 0.5 hour. Product: C(C)N(CC)CCCC1CCCC(C2=C1CC=CC2)C (5-diethylaminopropyl-9-methyl-1,4,6,7,8,9-hexahydro-5H-benzocycloheptene). Reaction SMILES: O[C:2]1([CH2:14][CH2:15][CH2:16][N:17]([CH2:20][CH3:21])[CH2:18][CH3:19])[C:8]2[CH:9]=[CH:10][CH:11]=[CH:12][C:7]=2[CH:6]([CH3:13])[CH2:5][CH2:4][CH2:3]1.C(OCC)C.N.[Li]>C(O)C>[CH2:18]([N:17]([CH2:16][CH2:15][CH2:14][CH:2]1[C:8]2[CH2:9][CH:10]=[CH:11][CH2:12][C:7]=2[CH:6]([CH3:13])[CH2:5][CH2:4][CH2:3]1)[CH2:20][CH3:21])[CH3:19] |^1:27|. Reported procedure: The crude 5-hydroxy-5-diethylaminopropyl-9-methyl-6,7,8,9-tetrahydro-5H-benzocycloheptene is dissolved in 100 ml. of diethyl ether and added to 500 ml. of liquid ammonia. The solution is treated with 20 g. of lithium in small portions. After 1/2 hr., the mixture is treated slowly dropwise with absolute ethanol until the color discharges completely. After removal of NH3, the residue is cooled, treated with water and extracted with ether. The dried extracts are freed of solvent leaving crude 5-die... RXN SMILES: [Br:1][c:2]1[n:3]([CH2:17][O:18][CH2:19][CH2:20][Si:21]([CH3:22])([CH3:23])[CH3:24])[n:4][c:5]2[c:6]([CH2:15][Br:16])[cH:7][c:8]([C:11]([F:12])([F:13])[F:14])[cH:9][c:10]12.[CH3:48][N:49]([CH3:50])[CH:51]=[O:52].[H-:46].[Na+:47].[OH2:53].[OH:25][CH2:26][C:27]1([c:40]2[cH:41][cH:42][cH:43][cH:44][cH:45]2)[CH2:28][CH2:29][N:30]([C:33](=[O:34])[O:35][C:36]([CH3:37])([CH3:38])[CH3:39])[CH2:31][CH2:32]1>>[Br:1][c:2]1[n:3]([CH2:17][O:18][CH2:19][CH2:20][Si:21]([CH3:22])([CH3:23])[CH3:24])[n:4][c:5]2[c:6]([CH2:15][O:25][CH2:26][C:27]3([c:40]4[cH:41][cH:42][cH:43][cH:44][cH:45]4)[CH2:28][CH2:29][N:30]([C:33](=[O:34])[O:35][C:36]([CH3:37])([CH3:38])[CH3:39])[CH2:31][CH2:32]3)[cH:7][c:8]([C:11]([F:12])([F:13])[F:14])[cH:9][c:10]12. Starting materials: C[Si](C)(C)CCOCn1nc2c(CBr)cc(C(F)(F)F)cc2c1Br, CN(C)C=O, [H-], [Na+], O, CC(C)(C)OC(=O)N1CCC(CO)(c2ccccc2)CC1. Product: CC(C)(C)OC(=O)N1CCC(COCc2cc(C(F)(F)F)cc3c(Br)n(COCC[Si](C)(C)C)nc23)(c2ccccc2)CC1.